describe an organic reaction: reactants, conditions, products, and yield From a dataset of the Open Reaction Database (ORD), a public repository of structured organic reaction records. Yield: 94.9%. Starting materials: C1=CN(C=N1)C(=O)N2C=CN=C2 (N,N-carbonyldiimidazole), compound III, CC1=CC=C(CN)C=C1 (p-methyl benzyl amine), NC1=CC=C(C(=O)O)C=C1 (p-aminobenzoic acid). Yields the product CC1=CC=C(CNC(NCC2=CC=C(C(=O)O)C=C2)=O)C=C1 (4-[(4-methylbenzylureido)methyl]benzoic acid). Run in [OH-].[Na+] (sodium hydroxide). Reported procedure: N,N-carbonyldiimidazole (1.62 g, 10 mmol), p-methyl benzyl amine (1.21 g, 10 mmol), p-aminobenzoic acid (1.52 g, 10 mmol), and 10 ml of 1 mol/L sodium hydroxide solution are used according to the method for the production of compound III in Method two to obtain 2.83 g of 4-[(4-methylbenzylureido)methyl]benzoic acid (intermediate M-33) as a white solid, with a yield of 95.0%. RXN SMILES: [CH:1]1N=C[N:3]([C:6]([N:8]2C=N[CH:10]=[CH:9]2)=[O:7])[CH:2]=1.CC1[CH:21]=[CH:20][C:17]([CH2:18]N)=[CH:16][CH:15]=1.NC1[CH:31]=[CH:30][C:26]([C:27]([OH:29])=[O:28])=[CH:25][CH:24]=1>[OH-].[Na+]>[CH3:18][C:17]1[CH:16]=[CH:15][C:10]([CH2:9][NH:8][C:6](=[O:7])[NH:3][CH2:2][C:1]2[CH:31]=[CH:30][C:26]([C:27]([OH:29])=[O:28])=[CH:25][CH:24]=2)=[CH:21][CH:20]=1 |f:3.4|. Reactants: C(C1=CC=CC=C1)NC1CCN(CC1)CC1=CC(=NC=C1)C1=CC(=C(C(=C1)OC)OC)OC (4-Benzylamino-1-[[2-(3,4,5-trimethoxyphenyl)pyridin-4-yl]methyl]piperidine), ClCC=1C=NC=C(C1)C1=CC(=C(C(=C1)OC)OC)OC (3-chloromethyl-5-(3,4,5-trimethoxyphenyl)pyridine), tetrahydrochloride. Yields the product Cl.Cl.Cl.Cl.C(C1=CC=CC=C1)N(CC=1C=NC=C(C1)C1=CC(=C(C(=C1)OC)OC)OC)C1CCN(CC1)CC1=CC(=NC=C1)C1=CC(=C(C(=C1)OC)OC)OC (4-[N-Benzyl-N-[[5-(3,4,5-trimethoxypheny)pyridin-3-yl]methyl]amino]-1-[[2-(3,4,5-trimethoxyphenyl)pyridin-4-yl]methyl]piperidine Tetrahydrochloride). Reaction SMILES: [CH2:1]([NH:8][CH:9]1[CH2:14][CH2:13][N:12]([CH2:15][C:16]2[CH:21]=[CH:20][N:19]=[C:18]([C:22]3[CH:27]=[C:26]([O:28][CH3:29])[C:25]([O:30][CH3:31])=[C:24]([O:32][CH3:33])[CH:23]=3)[CH:17]=2)[CH2:11][CH2:10]1)[C:2]1[CH:7]=[CH:6][CH:5]=[CH:4][CH:3]=1.[Cl:34][CH2:35][C:36]1[CH:37]=[N:38][CH:39]=[C:40]([C:42]2[CH:47]=[C:46]([O:48][CH3:49])[C:45]([O:50][CH3:51])=[C:44]([O:52][CH3:53])[CH:43]=2)[CH:41]=1>>[ClH:34].[ClH:34].[ClH:34].[ClH:34].[CH2:1]([N:8]([CH:9]1[CH2:10][CH2:11][N:12]([CH2:15][C:16]2[CH:21]=[CH:20][N:19]=[C:18]([C:22]3[CH:27]=[C:26]([O:28][CH3:29])[C:25]([O:30][CH3:31])=[C:24]([O:32][CH3:33])[CH:23]=3)[CH:17]=2)[CH2:13][CH2:14]1)[CH2:35][C:36]1[CH:37]=[N:38][CH:39]=[C:40]([C:42]2[CH:47]=[C:46]([O:48][CH3:49])[C:45]([O:50][CH3:51])=[C:44]([O:52][CH3:53])[CH:43]=2)[CH:41]=1)[C:2]1[CH:7]=[CH:6][CH:5]=[CH:4][CH:3]=1 |f:2.3.4.5.6|. Reported procedure: 4-Benzylamino-1-[[2-(3,4,5-trimethoxyphenyl)pyridin-4-yl]methyl]piperidine (134 mg) and 3-chloromethyl-5-(3,4,5-trimethoxyphenyl)pyridine (114 mg) were condensed by the same manner as described in Example 9. Yellow oil of a free base was converted to a tetrahydrochloride which gave the title compound as yellow powder. The product is CN(C(=O)c1nc(-c2ccc(Cl)cc2Cl)c(-c2ccc(Cl)cc2)n1C)C1CCCCC1. Reactants: O=C([O-])O, CI, Cn1c(C(=O)NC2CCCCC2)nc(-c2ccc(Cl)cc2Cl)c1-c1ccc(Cl)cc1, [H-], [Na+], [Na+], CN(C)C=O. As a reaction SMILES: [C:35](=[O:36])([OH:37])[O-:38].[CH3:31][I:32].[CH:1]1([NH:7][C:8](=[O:9])[c:10]2[n:11]([CH3:30])[c:12](-[c:23]3[cH:24][cH:25][c:26]([Cl:29])[cH:27][cH:28]3)[c:13](-[c:15]3[c:16]([Cl:22])[cH:17][c:18]([Cl:21])[cH:19][cH:20]3)[n:14]2)[CH2:2][CH2:3][CH2:4][CH2:5][CH2:6]1.[H-:33].[Na+:34].[Na+:39].[O:40]=[CH:41][N:42]([CH3:43])[CH3:44]>>[CH:1]1([N:7]([C:8](=[O:9])[c:10]2[n:11]([CH3:30])[c:12](-[c:23]3[cH:24][cH:25][c:26]([Cl:29])[cH:27][cH:28]3)[c:13](-[c:15]3[c:16]([Cl:22])[cH:17][c:18]([Cl:21])[cH:19][cH:20]3)[n:14]2)[CH3:35])[CH2:2][CH2:3][CH2:4][CH2:5][CH2:6]1.